Dataset: the Open Reaction Database (ORD), a public repository of structured organic reaction records. Task: describe an organic reaction: reactants, conditions, products, and yield Starting materials: ClCCl, O, O=[N+]([O-])O, O=C(O)c1ccc(Cl)cc1, O=S(=O)(O)O. Product: O=C(O)c1ccc(Cl)c([N+](=O)[O-])c1. As a reaction SMILES: [CH2:21]([Cl:22])[Cl:23].[OH2:20].[OH:11][N+:12]([O-:13])=[O:14].[OH:1][C:2](=[O:3])[c:4]1[cH:5][cH:6][c:7]([Cl:8])[cH:9][cH:10]1.[S:15](=[O:16])(=[O:17])([OH:18])[OH:19]>>[OH:1][C:2](=[O:3])[c:4]1[cH:5][c:6]([N+:12](=[O:11])[O-:13])[c:7]([Cl:8])[cH:9][cH:10]1.